From a dataset of the Open Reaction Database (ORD), a public repository of structured organic reaction records. describe an organic reaction: reactants, conditions, products, and yield Reactants: C(C)(C)(C)[Si](O[C@@H](CO[Si](C)(C)C(C)(C)C)C1=CC=CC=C1)(C)C ([(R)-1,2-bis-(tert-butyl-dimethyl-silanyloxy)-ethyl]-benzene), ferric chloride, C([O-])(O)=O.[Na+] (sodium bicarbonate). Solvent: CO (methanol). Run at time 25 minute. Product: C(C)(C)(C)[Si](OC(CO)C1=CC=CC=C1)(C)C (2-(tert-butyl-dimethyl-silanyloxy)-2-phenyl-ethanol). Isolated yield 62.9%. As a reaction SMILES: [C:1]([Si:5]([CH3:24])([CH3:23])[O:6][C@H:7]([C:17]1[CH:22]=[CH:21][CH:20]=[CH:19][CH:18]=1)[CH2:8][O:9][Si](C(C)(C)C)(C)C)([CH3:4])([CH3:3])[CH3:2].C(=O)(O)[O-].[Na+]>CO>[C:1]([Si:5]([CH3:24])([CH3:23])[O:6][CH:7]([C:17]1[CH:18]=[CH:19][CH:20]=[CH:21][CH:22]=1)[CH2:8][OH:9])([CH3:4])([CH3:3])[CH3:2] |f:1.2|. Procedure details: To a solution of [(R)-1,2-bis-(tert-butyl-dimethyl-silanyloxy)-ethyl]-benzene (625 mg, 1.7 mmol) in methanol (3 mL) was slowly added ferric chloride III) (276 mg, 1.7 mmol) with stirring at room temperature. When the reaction was monitored to be completed about 25 min after the addition, an aqueous saturated sodium bicarbonate solution was added. The solution was extracted with ethyl ether and the organic layer thus formed was separated. To the organic layer was added sodium sulfate, followed by... Reactants: C(C)(C)N(CC)C(C)C (diisopropylethyl amine), ClC1=CC=C(C=C1)C1(CCNCC1)O (4-(4-chlorophenyl)-4-hydroxypiperidine), [I-].[Na+] (sodium iodide), ClCCCC1CCC2=C(C(=NO2)C2=CC=CC=C2)C1=O (5-(3-chloropropyl)-6,7-dihydro-3-phenyl-1,2-benzisoxazol-4(5H)-one). The solvent is CN(C)C=O (DMF). Product: ClC1=CC=C(C=C1)C1(CCN(CC1)CCCC1CCC2=C(C(=NO2)C2=CC=CC=C2)C1=O)O (5-[3-(4-(4-Chlorophenyl)-4-hydroxy-piperidinyl)-propyl]-6,7-dihydro-3-phenyl-1,2-benzisoxazol-4(5H)-one). Yield: 32.3%. Reaction SMILES: Cl[CH2:2][CH2:3][CH2:4][CH:5]1[C:19](=[O:20])[C:9]2[C:10]([C:13]3[CH:18]=[CH:17][CH:16]=[CH:15][CH:14]=3)=[N:11][O:12][C:8]=2[CH2:7][CH2:6]1.C(N(C(C)C)CC)(C)C.[Cl:30][C:31]1[CH:36]=[CH:35][C:34]([C:37]2([OH:43])[CH2:42][CH2:41][NH:40][CH2:39][CH2:38]2)=[CH:33][CH:32]=1.[I-].[Na+]>CN(C=O)C>[Cl:30][C:31]1[CH:36]=[CH:35][C:34]([C:37]2([OH:43])[CH2:38][CH2:39][N:40]([CH2:2][CH2:3][CH2:4][CH:5]3[C:19](=[O:20])[C:9]4[C:10]([C:13]5[CH:18]=[CH:17][CH:16]=[CH:15][CH:14]=5)=[N:11][O:12][C:8]=4[CH2:7][CH2:6]3)[CH2:41][CH2:42]2)=[CH:33][CH:32]=1 |f:3.4|. Procedure: To a solution consisting of 5-(3-chloropropyl)-6,7-dihydro-3-phenyl-1,2-benzisoxazol-4(5H)-one (5.02 g) and DMF (170 ml) was added diisopropylethyl amine (7.50 ml), 4-(4-chlorophenyl)-4-hydroxypiperidine (4.03 g) and sodium iodide (2.59 g) at room temperature with stirring. The reaction was flushed with nitrogen and warmed to 78°-80° C. for 11 hours. Upon cooling to room temperature, water and ethyl acetate were added to the reaction mixture. The layers were separated and the aqueous layers extr...